This data is from the Open Reaction Database (ORD), a public repository of structured organic reaction records. The task is: describe an organic reaction: reactants, conditions, products, and yield The reactants are C(C1=CC=CC=C1)Br (benzyl bromide), NC=1C=C(C(=O)O)C=C(C1NC1=CC=CC(=N1)C)S(N)(=O)=O (3-amino-4-(2-methyl-6-pyridylamino)-5-sulphamyl-benzoic acid), 1n, [OH-].[Li+] (lithium hydroxide), [OH-].[Li+] (lithium hydroxide). The solvent is O (water). The product is C(C1=CC=CC=C1)NC=1C=C(C(=O)O)C=C(C1NC1=CC=CC(=N1)C)S(N)(=O)=O (3-Benzylamino-4-(2-methyl-6-pyridylamino)-5-sulphamyl-benzoic acid). As a reaction SMILES: [NH2:1][C:2]1[CH:3]=[C:4]([CH:8]=[C:9]([S:19](=[O:22])(=[O:21])[NH2:20])[C:10]=1[NH:11][C:12]1[N:17]=[C:16]([CH3:18])[CH:15]=[CH:14][CH:13]=1)[C:5]([OH:7])=[O:6].[OH-].[Li+].[CH2:25](Br)[C:26]1[CH:31]=[CH:30][CH:29]=[CH:28][CH:27]=1>O>[CH2:25]([NH:1][C:2]1[CH:3]=[C:4]([CH:8]=[C:9]([S:19](=[O:21])(=[O:22])[NH2:20])[C:10]=1[NH:11][C:12]1[N:17]=[C:16]([CH3:18])[CH:15]=[CH:14][CH:13]=1)[C:5]([OH:7])=[O:6])[C:26]1[CH:31]=[CH:30][CH:29]=[CH:28][CH:27]=1 |f:1.2|. Procedure: A suspension of 3-amino-4-(2-methyl-6-pyridylamino)-5-sulphamyl-benzoic acid (0.5 g) in water (25 ml) was adjusted to a pH of 8 by addition of 1n lithium hydroxide. To the resulting solution, benzyl bromide (0.2 g) was added while, under stirring, the pH was kept at 8 by automatic titration with 1N lithium hydroxide. After the base consumpton had become negligible, the crude 3-benzylamino-4-(2-methyl-6-pyridylamino)-5-sulphamyl-benzoic acid was precipitated from the reaction mixture by adjusting... Starting materials: O=C([O-])[O-], BrCc1ccccc1, COC(=O)c1c[nH]nc1C, CN(C)C=O, [K+], [K+], O. The product is COC(=O)c1cn(Cc2ccccc2)nc1C. Reaction SMILES: [C:11](=[O:12])([O-:13])[O-:14].[CH2:17]([c:18]1[cH:19][cH:20][cH:21][cH:22][cH:23]1)[Br:24].[CH3:1][c:2]1[n:3][nH:4][cH:5][c:6]1[C:7](=[O:8])[O:9][CH3:10].[CH3:26][N:27]([CH3:28])[CH:29]=[O:30].[K+:15].[K+:16].[OH2:25]>>[CH3:1][c:2]1[n:3][n:4]([CH2:17][c:18]2[cH:19][cH:20][cH:21][cH:22][cH:23]2)[cH:5][c:6]1[C:7](=[O:8])[O:9][CH3:10]. Reactants: CCCc1cc(C(F)(F)F)ccc1C=O, Cc1ccccc1, CCOC(C)=O, COC(=O)C=P(c1ccccc1)(c1ccccc1)c1ccccc1. The product is CCCc1cc(C(F)(F)F)ccc1C=CC(=O)OC. Reaction SMILES: [CH2:1]([CH2:2][CH3:3])[c:4]1[c:5]([CH:6]=[O:7])[cH:8][cH:9][c:10]([C:12]([F:13])([F:14])[F:15])[cH:11]1.[CH3:40][c:41]1[cH:42][cH:43][cH:44][cH:45][cH:46]1.[CH3:47][CH2:48][O:49][C:50]([CH3:51])=[O:52].[c:16]1([P:17]([c:18]2[cH:19][cH:20][cH:21][cH:22][cH:23]2)([c:24]2[cH:25][cH:26][cH:27][cH:28][cH:29]2)=[CH:35][C:36](=[O:37])[O:38][CH3:39])[cH:30][cH:31][cH:32][cH:33][cH:34]1>>[CH2:1]([CH2:2][CH3:3])[c:4]1[c:5]([CH:6]=[CH:35][C:36](=[O:37])[O:38][CH3:39])[cH:8][cH:9][c:10]([C:12]([F:13])([F:14])[F:15])[cH:11]1. Reactants: O=C([O-])[O-], CC(=O)OCC1OC(OCC2OC(OC3C(COC(C)=O)OC(OC4C(COC(C)=O)OC(OCCBr)C(OC(C)=O)C4OC(C)=O)C(OC(C)=O)C3OC(C)=O)C(OC(C)=O)C(OC(C)=O)C2OC(C)=O)C(OC(C)=O)C(OC(C)=O)C1OC(C)=O, CN(C)C=O, ClCCl, [Cs+], [Cs+], COC(=O)CCCCCCCCCCS. Yields the product COC(=O)CCCCCCCCCCSCCOC1OC(COC(C)=O)C(OC2OC(COC(C)=O)C(OC3OC(COC4OC(COC(C)=O)C(OC(C)=O)C(OC(C)=O)C4OC(C)=O)C(OC(C)=O)C(OC(C)=O)C3OC(C)=O)C(OC(C)=O)C2OC(C)=O)C(OC(C)=O)C1OC(C)=O. RXN SMILES: [C:103](=[O:104])([O-:105])[O-:106].[C:1]([CH3:2])(=[O:3])[O:4][CH:5]1[CH:6]([O:7][CH2:8][CH2:9][Br:10])[O:11][CH:12]([CH2:83][O:84][C:85]([CH3:86])=[O:87])[CH:13]([O:19][CH:20]2[CH:21]([O:22][C:23]([CH3:24])=[O:25])[CH:26]([O:27][C:28]([CH3:29])=[O:30])[CH:31]([O:32][CH:33]3[CH:34]([O:35][C:36]([CH3:37])=[O:38])[CH:39]([O:40][C:41]([CH3:42])=[O:43])[CH:44]([O:45][C:46]([CH3:47])=[O:48])[CH:49]([CH2:51][O:52][CH:53]4[CH:54]([O:55][C:56]([CH3:57])=[O:58])[CH:59]([O:60][C:61]([CH3:62])=[O:63])[CH:64]([O:65][C:66]([CH3:67])=[O:68])[CH:69]([CH2:71][O:72][C:73]([CH3:74])=[O:75])[O:70]4)[O:50]3)[CH:76]([CH2:78][O:79][C:80]([CH3:81])=[O:82])[O:77]2)[CH:14]1[O:15][C:16]([CH3:17])=[O:18].[CH3:109][N:110]([CH3:111])[CH:112]=[O:113].[Cl:114][CH2:115][Cl:116].[Cs+:107].[Cs+:108].[SH:88][CH2:89][CH2:90][CH2:91][CH2:92][CH2:93][CH2:94][CH2:95][CH2:96][CH2:97][CH2:98][C:99](=[O:100])[O:101][CH3:102]>>[C:1]([CH3:2])(=[O:3])[O:4][CH:5]1[CH:6]([O:7][CH2:8][CH2:9][S:88][CH2:89][CH2:90][CH2:91][CH2:92][CH2:93][CH2:94][CH2:95][CH2:96][CH2:97][CH2:98][C:99](=[O:100])[O:101][CH3:102])[O:11][CH:12]([CH2:83][O:84][C:85]([CH3:86])=[O:87])[CH:13]([O:19][CH:20]2[CH:21]([O:22][C:23]([CH3:24])=[O:25])[CH:26]([O:27][C:28]([CH3:29])=[O:30])[CH:31]([O:32][CH:33]3[CH:34]([O:35][C:36]([CH3:37])=[O:38])[CH:39]([O:40][C:41]([CH3:42])=[O:43])[CH:44]([O:45][C:46]([CH3:47])=[O:48])[CH:49]([CH2:51][O:52][CH:53]4[CH:54]([O:55][C:56]([CH3:57])=[O:58])[CH:59]([O:60][C:61]([CH3:62])=[O:63])[CH:64]([O:65][C:66]([CH3:67])=[O:68])[CH:69]([CH2:71][O:72][C:73]([CH3:74])=[O:75])[O:70]4)[O:50]3)[CH:76]([CH2:78][O:79][C:80]([CH3:81])=[O:82])[O:77]2)[CH:14]1[O:15][C:16]([CH3:17])=[O:18].